describe an organic reaction: reactants, conditions, products, and yield From a dataset of the Open Reaction Database (ORD), a public repository of structured organic reaction records. Yields the product COC(C1=CC=C(C=C1)CN1C2=CC=CC=C2C=2C=CC=CC12)=O (4-Carbazol-9-ylmethyl-benzoic acid methyl ester). Isolated yield 20.5%. Procedure details: Carbazole (0.80 g, 4.80 mmol) and sodium hydride (NaH) (60% in mineral oil, 0.25 g, 6.2 mmol) were added to a flask, which was charged with argon. DMF (dimethylformamide) (12 mL) was added and the mixture was stirred at 60° C. for 1 hour (h), after which 4-bromomethyl benzoic acid methyl ester (1.16 g, 4.8 mmol) was added, and the mixture was stirred at 80° C. overnight. Water was added and the product was extracted with CH2Cl2 (dichloromethane), dried (Na2SO4, sodium sulfate) and concentrated. ... Reaction SMILES: [CH:1]1[C:13]2[NH:12][C:11]3[C:6](=[CH:7][CH:8]=[CH:9][CH:10]=3)[C:5]=2[CH:4]=[CH:3][CH:2]=1.[H-].[Na+].CN(C)C=O.[CH3:21][O:22][C:23](=[O:32])[C:24]1[CH:29]=[CH:28][C:27]([CH2:30]Br)=[CH:26][CH:25]=1>O>[CH3:21][O:22][C:23](=[O:32])[C:24]1[CH:29]=[CH:28][C:27]([CH2:30][N:12]2[C:11]3[CH:10]=[CH:9][CH:8]=[CH:7][C:6]=3[C:5]3[C:13]2=[CH:1][CH:2]=[CH:3][CH:4]=3)=[CH:26][CH:25]=1 |f:1.2|. Starting materials: COC(C1=CC=C(C=C1)CBr)=O (4-bromomethyl benzoic acid methyl ester), C1=CC=CC=2C3=CC=CC=C3NC12 (Carbazole), [H-].[Na+] (sodium hydride), CN(C=O)C (DMF). Conditions: temperature 60 celsius, time 1 hour. Run in O (Water). The reactants are C(C=C)ON(S(=O)(=O)C1=C(C=CC=C1)[N+](=O)[O-])[C@@H]1C(=C[C@H](N(C1)C(=O)OC(C)(C)C)C(=O)O)C ((2S,5R)-5-(N-(allyloxy)-2-nitrophenylsulfonamido)-1-(tert-butoxycarbonyl)-4-methyl-1,2,5,6-tetrahydropyridine-2-carboxylic acid), C(C=C)ON(S(=O)(=O)C1=C(C=CC=C1)[N+](=O)[O-])[C@@H]1C(=C([C@H](N(C1)C(=O)OC(C)(C)C)CO)C)C ((2S,5R)-tert-butyl 5-(N-(allyloxy)-2-nitrophenylsulfonamido)-2-(hydroxymethyl)-3,4-dimethyl-5,6-dihydropyridine-1(2H)-carboxylate), C(C=C)ON(S(=O)(=O)C1=C(C=CC=C1)[N+](=O)[O-])[C@@H]1C(=C([C@H](N(C1)C(=O)OC(C)(C)C)CO)C)C ((2S,5R)-tert-butyl 5-(N-(allyloxy)-2-nitrophenylsulfonamido)-2-(hydroxymethyl)-3,4-dimethyl-5,6-dihydropyridine-1(2H)-carboxylate). Yields the product C(C=C)ON(S(=O)(=O)C1=C(C=CC=C1)[N+](=O)[O-])[C@@H]1C(=C([C@H](N(C1)C(=O)OC(C)(C)C)C(=O)O)C)C ((2S,5R)-5-(N-(allyloxy)-2-nitrophenylsulfonamido)-1-(tert-butoxycarbonyl)-3,4-dimethyl-1,2,5,6-tetrahydropyridine-2-carboxylic acid), foam. Isolated yield 86.0%. As a reaction SMILES: [CH2:1]([O:4][N:5]([C@H:18]1[CH2:23][N:22]([C:24]([O:26][C:27]([CH3:30])([CH3:29])[CH3:28])=[O:25])[C@H:21]([CH2:31][OH:32])[C:20]([CH3:33])=[C:19]1[CH3:34])[S:6]([C:9]1[CH:14]=[CH:13][CH:12]=[CH:11][C:10]=1[N+:15]([O-:17])=[O:16])(=[O:8])=[O:7])[CH:2]=[CH2:3].C([O:38]N([C@H]1CN(C(OC(C)(C)C)=O)[C@H](C(O)=O)C=C1C)S(C1C=CC=CC=1[N+]([O-])=O)(=O)=O)C=C>>[CH2:1]([O:4][N:5]([C@H:18]1[CH2:23][N:22]([C:24]([O:26][C:27]([CH3:28])([CH3:30])[CH3:29])=[O:25])[C@H:21]([C:31]([OH:38])=[O:32])[C:20]([CH3:33])=[C:19]1[CH3:34])[S:6]([C:9]1[CH:14]=[CH:13][CH:12]=[CH:11][C:10]=1[N+:15]([O-:17])=[O:16])(=[O:8])=[O:7])[CH:2]=[CH2:3]. Reported procedure: The title compound was prepared from (2S,5R)-tert-butyl 5-(N-(allyloxy)-2-nitrophenylsulfonamido)-2-(hydroxymethyl)-3,4-dimethyl-5,6-dihydropyridine-1(2H)-carboxylate (Intermediate 193, 1.68 g, 3.38 mmol) following the procedure described for Intermediate 19. The workup yielded organics that were dried over magnesium sulfate, filtered and concentrated crude material to afford a light orange foam (1.48 g, 86%).